This data is from the Open Reaction Database (ORD), a public repository of structured organic reaction records. The task is: describe an organic reaction: reactants, conditions, products, and yield Starting materials: NC=1C=C2C(=C(N(C2=CC1)CC1=CC=C(C=C1)C1=CC=CC=C1)C(=O)OCC)C1=CC=CC=C1 (ethyl 5-amino-1-(1,1′-biphenyl-4-ylmethyl)-3-phenyl-1H-indole-2-carboxylate), C(C)(C)(C)C1=CC=C(C=C1)B(O)O (4-tert-butylbenzeneboronic acid), C38H34N2O2. Product: C1(=CC=C(C=C1)CN1C(=C(C2=CC(=CC=C12)NC1=CC=C(C=C1)C(C)(C)C)C1=CC=CC=C1)C(=O)O)C1=CC=CC=C1 (1-(1,1′-biphenyl-4-ylmethyl)-5-[(4-tert-butylphenyl)amino]-3-phenyl-1H-indole-2-carboxylic acid). As a reaction SMILES: [NH2:1][C:2]1[CH:3]=[C:4]2[C:8](=[CH:9][CH:10]=1)[N:7]([CH2:11][C:12]1[CH:17]=[CH:16][C:15]([C:18]3[CH:23]=[CH:22][CH:21]=[CH:20][CH:19]=3)=[CH:14][CH:13]=1)[C:6]([C:24]([O:26]CC)=[O:25])=[C:5]2[C:29]1[CH:34]=[CH:33][CH:32]=[CH:31][CH:30]=1.[C:35]([C:39]1[CH:44]=[CH:43][C:42](B(O)O)=[CH:41][CH:40]=1)([CH3:38])([CH3:37])[CH3:36]>>[C:15]1([C:18]2[CH:19]=[CH:20][CH:21]=[CH:22][CH:23]=2)[CH:14]=[CH:13][C:12]([CH2:11][N:7]2[C:8]3[C:4](=[CH:3][C:2]([NH:1][C:42]4[CH:43]=[CH:44][C:39]([C:35]([CH3:38])([CH3:37])[CH3:36])=[CH:40][CH:41]=4)=[CH:10][CH:9]=3)[C:5]([C:29]3[CH:30]=[CH:31][CH:32]=[CH:33][CH:34]=3)=[C:6]2[C:24]([OH:26])=[O:25])=[CH:17][CH:16]=1. Procedure details: The title compound was prepared from ethyl 5-amino-1-(1,1′-biphenyl-4-ylmethyl)-3-phenyl-1H-indole-2-carboxylate and 4-tert-butylbenzeneboronic acid according to the procedure of Example 1 Step 3 as a pale green solid: 1H NMR (CDCl3) δ 1.28 (s, 9 H), 5.85 (s, 2 H), 6.86 (d, J=8.6 Hz, 2 H), 7.15-7.55 (m, 19 H); MS (ESI) m/z 551 (MH+); HRMS calcd. for C38H34N2O2 551.2699; found (ESI+): 551.2681; Anal. calcd. for C38H34N2O2.0.5H2O: C, 81.55; H, 6.30; N, 5.01. Found: C, 81.91; H, 6.39; N, 4.65. Starting materials: OO (hydrogen peroxide), O.O.O.O.O.S(=S)(=O)([O-])[O-].[Na+].[Na+] (sodium thiosulfate pentahydrate), O (water), C1(=CC=CC=C1)SC1=CC=C(C=C1)OCCOC (4-(2-methoxyethoxy)phenyl phenyl sulfide). The solvent is C(C)(=O)O (acetic acid). Run at time 18 hour. Yields the product C1(=CC=CC=C1)S(=O)C1=CC=C(C=C1)OCCOC (4-(2-methoxyethoxy)phenyl phenyl sulfoxide). The yield is 86.0%. Reaction SMILES: [C:1]1([S:7][C:8]2[CH:13]=[CH:12][C:11]([O:14][CH2:15][CH2:16][O:17][CH3:18])=[CH:10][CH:9]=2)[CH:6]=[CH:5][CH:4]=[CH:3][CH:2]=1.OO.O.O.O.O.O.S([O-])([O-])(=[O:28])=S.[Na+].[Na+].O>C(O)(=O)C>[C:1]1([S:7]([C:8]2[CH:9]=[CH:10][C:11]([O:14][CH2:15][CH2:16][O:17][CH3:18])=[CH:12][CH:13]=2)=[O:28])[CH:2]=[CH:3][CH:4]=[CH:5][CH:6]=1 |f:2.3.4.5.6.7.8.9|. Procedure details: In 85 g of acetic acid was dissolved 12 g of 4-(2-methoxyethoxy)phenyl phenyl sulfide obtained in Synthesis Example 1-29. While the solution was maintained at an internal temperature of 30° C., 4.5 g of 35 wt % aqueous hydrogen peroxide was added dropwise. The reaction solution was aged at room temperature for 18 hours, after which under ice cooling, a mixture of 1.2 g sodium thiosulfate pentahydrate and 15 g water was added dropwise to quench the reaction. The solution was combined with 80 g of... The reactants are CCOC(C)=O, CCC(CC)(NC(=O)OC(C)(C)C)C(=O)NC, Cl. The product is CCC(N)(CC)C(=O)NC. As a reaction SMILES: [CH3:19][CH2:20][O:21][C:22](=[O:23])[CH3:24].[CH3:1][NH:2][C:3](=[O:4])[C:5]([CH2:6][CH3:7])([CH2:8][CH3:9])[NH:10][C:11](=[O:12])[O:13][C:14]([CH3:15])([CH3:16])[CH3:17].[ClH:18]>>[CH3:1][NH:2][C:3](=[O:4])[C:5]([CH2:6][CH3:7])([CH2:8][CH3:9])[NH2:10]. Reactants: CN(C)c1ccncc1, Nc1ccccc1, CN(C)C=O, O=C(O)c1cnc2c(C(F)(F)F)cccc2c1-c1ccccc1. The product is O=C(Nc1ccccc1)c1cnc2c(C(F)(F)F)cccc2c1-c1ccccc1. Reaction SMILES: [CH3:36][N:37]([c:38]1[cH:39][cH:40][n:41][cH:42][cH:43]1)[CH3:44].[NH2:24][c:25]1[cH:26][cH:27][cH:28][cH:29][cH:30]1.[O:31]=[CH:32][N:33]([CH3:34])[CH3:35].[c:1]1(-[c:7]2[c:8]([C:21](=[O:22])[OH:23])[cH:9][n:10][c:11]3[c:12]([C:17]([F:18])([F:19])[F:20])[cH:13][cH:14][cH:15][c:16]23)[cH:2][cH:3][cH:4][cH:5][cH:6]1>>[c:1]1(-[c:7]2[c:8]([C:21](=[O:22])[NH:24][c:25]3[cH:26][cH:27][cH:28][cH:29][cH:30]3)[cH:9][n:10][c:11]3[c:12]([C:17]([F:18])([F:19])[F:20])[cH:13][cH:14][cH:15][c:16]23)[cH:2][cH:3][cH:4][cH:5][cH:6]1. The reactants are CS(=O)(=O)O (methanesulfonic acid), ice water, C(C)OC(=O)C=1C(C2=C(N(C1)CC1=C(C=CC=C1F)F)SC(=C2CBr)C2=CC=CC=C2)=O (3-Bromomethyl-7-(2,6-difluorobenzyl)-4,7-dihydro-4-oxo-2-phenylthieno[2,3-b]pyridine-5-carboxylic Acid Ethyl Ester), [N+](=O)([O-])[O-].[Na+] (sodium nitrate), CS(=O)(=O)O (methanesulfonic acid). Yields the product C(C)OC(=O)C=1C(C2=C(N(C1)CC1=C(C=CC=C1F)F)SC(=C2CBr)C2=CC=C(C=C2)[N+](=O)[O-])=O (3-Bromomethyl-7-(2,6-difluorobenzyl)-4,7-dihydro-2-(4-nitrophenyl)-4-oxothieno[2,3-b]pyridine-5-carboxylic Acid Ethyl Ester). Isolated yield 75.0%. As a reaction SMILES: CS(O)(=O)=O.[CH2:6]([O:8][C:9]([C:11]1[C:12](=[O:37])[C:13]2[C:28]([CH2:29][Br:30])=[C:27]([C:31]3[CH:36]=[CH:35][CH:34]=[CH:33][CH:32]=3)[S:26][C:14]=2[N:15]([CH2:17][C:18]2[C:23]([F:24])=[CH:22][CH:21]=[CH:20][C:19]=2[F:25])[CH:16]=1)=[O:10])[CH3:7].[N+:38]([O-])([O-:40])=[O:39].[Na+]>>[CH2:6]([O:8][C:9]([C:11]1[C:12](=[O:37])[C:13]2[C:28]([CH2:29][Br:30])=[C:27]([C:31]3[CH:36]=[CH:35][C:34]([N+:38]([O-:40])=[O:39])=[CH:33][CH:32]=3)[S:26][C:14]=2[N:15]([CH2:17][C:18]2[C:19]([F:25])=[CH:20][CH:21]=[CH:22][C:23]=2[F:24])[CH:16]=1)=[O:10])[CH3:7] |f:2.3|. Procedure: To methanesulfonic acid (4.5 L), 900 g of the compound obtained in Example 1 described above was added over a period of 30 minutes (internal temperature 19 to 23° C.). After cooling on ice with stirring, sodium nitrate (147 g)/methanesulfonic acid (1.98 L) was added dropwise over a period of 2 hours (internal temperature 12 to 14° C.). Subsequently, the reaction mixture was stirred for 1.5 hours at 11 to 12° C., and was added to 155 L of an ice-water, and the precipitated crystal was recovered b...